The task is: describe an organic reaction: reactants, conditions, products, and yield. This data is from the Open Reaction Database (ORD), a public repository of structured organic reaction records. The product is CN(C(CC(=O)OCC)C1=CC=C(C=C1)F)C (ethyl 3-dimethylamino-3-(4-fluorophenyl)propionate). Reactants: CN(C(CC(=O)O)C1=CC=C(C=C1)F)C (3-dimethylamino-3-(4-fluorophenyl)propionic acid), Cl (hydrogen chloride), C(C)O (ethanol). Reported procedure: A cold solution of 4.0 g of 3-dimethylamino-3-(4-fluorophenyl)propionic acid in 75 ml of ethanol was saturated with hydrogen chloride gas. The mixture was heated at reflux for approximately 16 hours and cooled to room temperature. The mixture was concentrated under vacuum and the residue was dissolved in water. The resulting mixture was washed with diethyl ether and the aqueous phase was made basic with 5N sodium hydroxide. The aqueous phase was extracted twice with diethyl ether and the ether e... Reaction SMILES: [CH3:1][N:2]([CH3:15])[CH:3]([C:8]1[CH:13]=[CH:12][C:11]([F:14])=[CH:10][CH:9]=1)[CH2:4][C:5]([OH:7])=[O:6].Cl.[CH2:17](O)[CH3:18]>>[CH3:15][N:2]([CH3:1])[CH:3]([C:8]1[CH:9]=[CH:10][C:11]([F:14])=[CH:12][CH:13]=1)[CH2:4][C:5]([O:7][CH2:17][CH3:18])=[O:6]. Starting materials: CSc1ccc(CN(C)C(=O)c2ccccc2)cc1, O=C(OO)c1cccc(Cl)c1, ClCCl. The product is CN(Cc1ccc(S(C)=O)cc1)C(=O)c1ccccc1. Reaction SMILES: [C:1]([c:2]1[cH:3][cH:4][cH:5][cH:6][cH:7]1)(=[O:8])[N:9]([CH2:10][c:11]1[cH:12][cH:13][c:14]([S:17][CH3:18])[cH:15][cH:16]1)[CH3:19].[Cl:20][c:21]1[cH:22][c:23]([C:28](=[O:25])[O:29][OH:30])[cH:24][cH:26][cH:27]1.[Cl:31][CH2:32][Cl:33]>>[C:1]([c:2]1[cH:3][cH:4][cH:5][cH:6][cH:7]1)(=[O:8])[N:9]([CH2:10][c:11]1[cH:12][cH:13][c:14]([S:17]([CH3:18])=[O:25])[cH:15][cH:16]1)[CH3:19]. The reactants are C([O-])([O-])=O.[Na+].[Na+] (sodium carbonate), [Br-].[Br-].C=1(C(=CC=CC1)C)C (o-xylene dibromide), [I-].[Na+] (sodium iodide), ClC=1C=CC2=C(C(CCCN2C(C2=C(C=C(C=C2)N)OC)=O)CC(=O)OC)C1 (7-chloro-5-methoxycarbonylmethyl-1-(2-methoxy-4-aminobenzoyl)-2,3,4,5-tetrahydro-1H-benzazepine). The solvent is C(C)O (ethanol). Run at temperature 65 celsius, time 3 hour. The product is ClC=1C=CC2=C(C(CCCN2C(C2=C(C=C(C=C2)N2CC3=CC=CC=C3C2)OC)=O)CC(=O)OC)C1 (7-chloro-5-methoxycarbonylmethyl-1-[2-methoxy-4-(2-isoindolinyl)benzoyl]-2,3,4,5-tetrahydro-1H-benzazepine). Isolated yield 9.8%. As a reaction SMILES: [Cl:1][C:2]1[CH:3]=[CH:4][C:5]2[N:11]([C:12](=[O:22])[C:13]3[CH:18]=[CH:17][C:16]([NH2:19])=[CH:15][C:14]=3[O:20][CH3:21])[CH2:10][CH2:9][CH2:8][CH:7]([CH2:23][C:24]([O:26][CH3:27])=[O:25])[C:6]=2[CH:28]=1.C(=O)([O-])[O-].[Na+].[Na+].[Br-].[Br-].[C:37]1([CH3:44])[C:38]([CH3:43])=[CH:39][CH:40]=[CH:41][CH:42]=1.[I-].[Na+]>C(O)C>[Cl:1][C:2]1[CH:3]=[CH:4][C:5]2[N:11]([C:12](=[O:22])[C:13]3[CH:18]=[CH:17][C:16]([N:19]4[CH2:43][C:38]5[C:37](=[CH:42][CH:41]=[CH:40][CH:39]=5)[CH2:44]4)=[CH:15][C:14]=3[O:20][CH3:21])[CH2:10][CH2:9][CH2:8][CH:7]([CH2:23][C:24]([O:26][CH3:27])=[O:25])[C:6]=2[CH:28]=1 |f:1.2.3,4.5.6,7.8|. Reported procedure: To a suspension of 7-chloro-5-methoxycarbonylmethyl-1-(2-methoxy-4-aminobenzoyl)-2,3,4,5-tetrahydro-1H-benzazepine (2.6 g) in ethanol (100 ml) are added sodium carbonate (1.5 g), o-xylene dibromide (1.87 g) and sodium iodide (2.42 g), and the mixture is stirred at 60-70° C. for three hours. The mixture is evaporate to remove the solvent, and to the residue is added water, and the mixture is extracted with ethyl acetate. The extract is dried, and evaporate to remove the solvent. The residue is pu... Reactants: BrC1=CC=C(C=C1)C=1N(C(SC1)=NC1=CC=CC=C1)CCNC(OC(C)(C)C)=O (t-butyl 2-[4-(4-bromophenyl)-2-(phenylimino)-thiazol-3(2H)-yl]ethylcarbamate), FC(C(=O)O)(F)F (trifluoroacetic acid). The solvent is O (water). Conditions: time 2 hour. Yields the product NCCN1C(SC=C1C1=CC=C(C=C1)Br)=NC1=CC=CC=C1 (N-[3-(2-Aminoethyl)-4-(4-bromophenyl)thiazol-2(3H) -ylidene]aniline). The yield is 79.2%. As a reaction SMILES: [Br:1][C:2]1[CH:7]=[CH:6][C:5]([C:8]2[N:9]([CH2:20][CH2:21][NH:22]C(=O)OC(C)(C)C)[C:10](=[N:13][C:14]3[CH:19]=[CH:18][CH:17]=[CH:16][CH:15]=3)[S:11][CH:12]=2)=[CH:4][CH:3]=1.FC(F)(F)C(O)=O>O>[NH2:22][CH2:21][CH2:20][N:9]1[C:8]([C:5]2[CH:4]=[CH:3][C:2]([Br:1])=[CH:7][CH:6]=2)=[CH:12][S:11][C:10]1=[N:13][C:14]1[CH:19]=[CH:18][CH:17]=[CH:16][CH:15]=1. Reported procedure: A mixture of t-butyl 2-[4-(4-bromophenyl)-2-(phenylimino)-thiazol-3(2H)-yl]ethylcarbamate (1.5 g), trifluoroacetic acid (10 ml) and water (5 ml) was stirred at room temperature for 2 hours. The reaction mixture was concentrated under reduced pressure, and to the residue was added a saturated aqueous sodium hydrogen carbonate solution, and the mixture was extracted with chloroform. The organic layer was washed with a saturated brine, dried over sodium sulfate, and the solvent was evaporated. The ... The reactants are CC(N)C(N)(c1ccc(F)cc1)c1ccnc(F)c1, O=C(O)c1ccc(=O)n(C(F)F)c1. Yields the product CC1NC(c2ccc(=O)n(C(F)F)c2)=NC1(c1ccc(F)cc1)c1ccnc(F)c1. As a reaction SMILES: [F:1][c:2]1[cH:3][cH:4][c:5]([C:8]([CH:9]([CH3:10])[NH2:11])([NH2:12])[c:13]2[cH:14][c:15]([F:19])[n:16][cH:17][cH:18]2)[cH:6][cH:7]1.[F:20][CH:21]([n:22]1[c:23](=[O:31])[cH:24][cH:25][c:26]([C:28]([OH:29])=[O:30])[cH:27]1)[F:32]>>[F:1][c:2]1[cH:3][cH:4][c:5]([C:8]2([c:13]3[cH:14][c:15]([F:19])[n:16][cH:17][cH:18]3)[CH:9]([CH3:10])[NH:11][C:28]([c:26]3[cH:25][cH:24][c:23](=[O:31])[n:22]([CH:21]([F:20])[F:32])[cH:27]3)=[N:12]2)[cH:6][cH:7]1. The reactants are N-Aryl-benzenesulfonamides, NC1=C(C=C(C=C1)Cl)C(=O)C=1C(=NC=CC1)C ((2-amino-5-chloro-phenyl)-(2-methyl-pyridin-3-yl)-methanone), C(C)(C)OC1=CC=C(C=C1)S(=O)(=O)Cl (4-isopropoxy-benzenesulfonyl chloride). The product is ClC1=CC(=C(C=C1)NS(=O)(=O)C1=CC=C(C=C1)OC(C)C)C(=O)C=1C(=NC=CC1)C (N-[4-Chloro-2-(2-methyl-pyridine-3-carbonyl)-phenyl]-4-isopropoxy-benzenesulfonamide). Reaction SMILES: [NH2:1][C:2]1[CH:7]=[CH:6][C:5]([Cl:8])=[CH:4][C:3]=1[C:9]([C:11]1[C:12]([CH3:17])=[N:13][CH:14]=[CH:15][CH:16]=1)=[O:10].[CH:18]([O:21][C:22]1[CH:27]=[CH:26][C:25]([S:28](Cl)(=[O:30])=[O:29])=[CH:24][CH:23]=1)([CH3:20])[CH3:19]>>[Cl:8][C:5]1[CH:6]=[CH:7][C:2]([NH:1][S:28]([C:25]2[CH:24]=[CH:23][C:22]([O:21][CH:18]([CH3:20])[CH3:19])=[CH:27][CH:26]=2)(=[O:30])=[O:29])=[C:3]([C:9]([C:11]2[C:12]([CH3:17])=[N:13][CH:14]=[CH:15][CH:16]=2)=[O:10])[CH:4]=1. Procedure details: The title compound was prepared according to the general procedure for the synthesis of N-Aryl-benzenesulfonamides previously described using (2-amino-5-chloro-phenyl)-(2-methyl-pyridin-3-yl)-methanone and 4-isopropoxy-benzenesulfonyl chloride and purified by HPLC. 1H NMR (CDCl3) δ 10.63 (br s, 1H, NH), 8.63 (dd, 1H, J=4.8 Hz, J=1.8 Hz), 7.79 (d, 1H, J=8.8 Hz), 7.71 (d, 1H, J=8.8 Hz), 7.48 (dd, 1H, J=9.0 Hz, J=2.2 Hz), 7.27 (dd, 1H, J=7.7 Hz, J=1.8 Hz), 7.19 (dd, 1H, J=7.7 Hz, J=4.8 Hz), 7.14 (d...